Dataset: the Open Reaction Database (ORD), a public repository of structured organic reaction records. Task: describe an organic reaction: reactants, conditions, products, and yield The reactants are ClC=1C=C(C=CC1)C1=NC=2C(=NC=CC2)N1CC(=O)O (2-(3-chlorophenyl)-3H-imidazo[4,5-b]pyridine-3-acetic acid), C(=O)(N1C=NC=C1)N1C=NC=C1 (1,1'-carbonyldiimidazole), NC1CN(CCC1)CC (3-amino-N-ethylpiperidine). Run in O1CCCC1 (tetrahydrofuran), O1CCCC1 (tetrahydrofuran). Reaction conditions: time 2 hour. The product is Cl.ClC=1C=C(C=CC1)C1=NC=2C(=NC=CC2)N1CC(=O)NC1CN(CCC1)CC (2-(3-Chlorophenyl)-N-(1-ethyl-3-piperidinyl)-3H-imidazo[4,5-b]pyridine-3-acetamide hydrochloride). The yield is 62.2%. Reaction SMILES: [Cl:1][C:2]1[CH:3]=[C:4]([C:8]2[N:16]([CH2:17][C:18]([OH:20])=O)[C:11]3=[N:12][CH:13]=[CH:14][CH:15]=[C:10]3[N:9]=2)[CH:5]=[CH:6][CH:7]=1.C(N1C=CN=C1)(N1C=CN=C1)=O.[NH2:33][CH:34]1[CH2:39][CH2:38][CH2:37][N:36]([CH2:40][CH3:41])[CH2:35]1>O1CCCC1>[ClH:1].[Cl:1][C:2]1[CH:3]=[C:4]([C:8]2[N:16]([CH2:17][C:18]([NH:33][CH:34]3[CH2:39][CH2:38][CH2:37][N:36]([CH2:40][CH3:41])[CH2:35]3)=[O:20])[C:11]3=[N:12][CH:13]=[CH:14][CH:15]=[C:10]3[N:9]=2)[CH:5]=[CH:6][CH:7]=1 |f:4.5|. Reported procedure: A solution of 2-(3-chlorophenyl)-3H-imidazo[4,5-b]pyridine-3-acetic acid (5.76 g, 0.020 mole), 1,1'-carbonyldiimidazole (3.24 g, 0.020 mole), and anhydrous tetrahydrofuran (250 ml) was stirred at room temperature with a stream of nitrogen bubbling through it for 21/2 hrs. The nitrogen flow was stopped and a solution of 3-amino-N-ethylpiperidine (2.56 g, 0.020 mole) in dry tetrahydrofuran (50 ml) was added. The solution was stoppered and stirred at room temperature for 2 hrs. The reaction was con... Reactants: Cl, C1COCCO1, O, C=CC(=O)C1CCC2C3CCC4CC(O)CCC4(C)C3C(=O)CC12C. Yields the product CC12CC(=O)C3C(CCC4CC(O)CCC43C)C1CCC2C(=O)CCCl. RXN SMILES: [ClH:26].[O:28]1[CH2:29][CH2:30][O:31][CH2:32][CH2:33]1.[OH2:27].[OH:1][CH:2]1[CH2:3][CH:4]2[CH2:5][CH2:6][CH:7]3[CH:8]4[CH2:9][CH2:10][CH:11]([C:12]([CH:13]=[CH2:14])=[O:15])[C:16]4([CH3:25])[CH2:17][C:18](=[O:24])[CH:19]3[C:20]2([CH3:23])[CH2:21][CH2:22]1>>[OH:1][CH:2]1[CH2:3][CH:4]2[CH2:5][CH2:6][CH:7]3[CH:8]4[CH2:9][CH2:10][CH:11]([C:12]([CH2:13][CH2:14][Cl:26])=[O:15])[C:16]4([CH3:25])[CH2:17][C:18](=[O:24])[CH:19]3[C:20]2([CH3:23])[CH2:21][CH2:22]1.